Task: describe an organic reaction: reactants, conditions, products, and yield. Dataset: the Open Reaction Database (ORD), a public repository of structured organic reaction records Reactants: FC1=CC=CC=C1 (Fluorobenzene), C(C=C)(=O)Cl (acryloyl chloride), [Cl-].[Al+3].[Cl-].[Cl-] (aluminium chloride). Product: FC1=CC=C(C=C1)C(C=C)=O (4-fluoro-1-acryloylbenzene). As a reaction SMILES: [F:1][C:2]1[CH:7]=[CH:6][CH:5]=[CH:4][CH:3]=1.[C:8](Cl)(=[O:11])[CH:9]=[CH2:10].[Cl-].[Al+3].[Cl-].[Cl-]>>[F:1][C:2]1[CH:7]=[CH:6][C:5]([C:8](=[O:11])[CH:9]=[CH2:10])=[CH:4][CH:3]=1 |f:2.3.4.5|. Procedure: Fluorobenzene (0.5 mL), acryloyl chloride (0.23 g), and aluminium chloride (0.33 g) were treated in the same manner as described in Example 1 to obtain the title compound (90 mg). The reactants are ClC1=C(C=CC(=C1)[N+](=O)[O-])C1=NC(=NO1)C=1OC=CC1 (5-(2-chloro-4-nitrophenyl)-3-(2-furanyl)-1,2,4-oxadiazole). The reagents and catalysts are [Pd] (palladium on charcoal). Solvent: C(C)O (ethanol), Cl (hydrochloric acid), C(C)O (ethanol). Run at time 3 hour. The product is NC1=CC(=C(C=C1)C1=NC(=NO1)C=1OC=CC1)Cl (5-(4-Amino-2-chlorophenyl)-3-(2-furanyl)-1,2,4-oxadiazole). The yield is 55.0%. As a reaction SMILES: [Cl:1][C:2]1[CH:7]=[C:6]([N+:8]([O-])=O)[CH:5]=[CH:4][C:3]=1[C:11]1[O:15][N:14]=[C:13]([C:16]2[O:17][CH:18]=[CH:19][CH:20]=2)[N:12]=1>C(O)C.Cl.[Pd]>[NH2:8][C:6]1[CH:5]=[CH:4][C:3]([C:11]2[O:15][N:14]=[C:13]([C:16]3[O:17][CH:18]=[CH:19][CH:20]=3)[N:12]=2)=[C:2]([Cl:1])[CH:7]=1. Reported procedure: To a slurry of 28.8 g of 5-(2-chloro-4-nitrophenyl)-3-(2-furanyl)-1,2,4-oxadiazole in 600 ml of absolute ethanol and 34 ml of hydrochloric acid is added a slurry of 2.0 g of 10% palladium on charcoal in ethanol. The mixture is hydrogenated in a Parr hydrogenator at 45 p.s.i. for 3 hours. The insoluble amine hydrochloride is filtered and washed with ethanol. The filtrate is concentrated to dryness and the residue and precipitate are combined and treated with a solution of 20% potassium carbonate ... The reactants are [H-].[Na+] (sodium hydride), BrCCCCC=C (6-bromo-1-hexene), NC1=C(C=C(C2=C1C(C=C(O2)C2=CC(=C(C=C2)N(C)C(=O)OC(C)(C)C)F)=O)F)F (5-amino-2-[4-[N-(tert-butoxycarbonyl)-N-methylamino]-3-fluorophenyl]-6,8-difluoro-4H-1-benzopyran-4-one), [H-].[Na+] (sodium hydride), BrCCCCC=C (6-bromo-1-hexene), [Cl-].[NH4+] (ammonium chloride). The solvent is CN(C=O)C (dimethylformamide). Reaction conditions: time 2 hour. Product: C(C)(C)(C)OC(=O)N(C)C1=C(C=C(C=C1)C=1OC2=C(C(C1)=O)C(=C(C=C2F)F)NCCCCC=C)F (2-[4-[N-(tert-butoxycarbonyl)-N-methylamino]-3-fluorophenyl]-6,8-difluoro-5-(5-hexenylamino)-4H-1-benzopyran-4-one). Isolated yield 32.0%. As a reaction SMILES: [NH2:1][C:2]1[C:7]2[C:8](=[O:28])[CH:9]=[C:10]([C:12]3[CH:17]=[CH:16][C:15]([N:18]([C:20]([O:22][C:23]([CH3:26])([CH3:25])[CH3:24])=[O:21])[CH3:19])=[C:14]([F:27])[CH:13]=3)[O:11][C:6]=2[C:5]([F:29])=[CH:4][C:3]=1[F:30].[H-].[Na+].Br[CH2:34][CH2:35][CH2:36][CH2:37][CH:38]=[CH2:39].[Cl-].[NH4+]>CN(C)C=O>[C:23]([O:22][C:20]([N:18]([C:15]1[CH:16]=[CH:17][C:12]([C:10]2[O:11][C:6]3[C:5]([F:29])=[CH:4][C:3]([F:30])=[C:2]([NH:1][CH2:39][CH2:38][CH2:37][CH2:36][CH:35]=[CH2:34])[C:7]=3[C:8](=[O:28])[CH:9]=2)=[CH:13][C:14]=1[F:27])[CH3:19])=[O:21])([CH3:24])([CH3:25])[CH3:26] |f:1.2,4.5|. Procedure: 828 mg (1.97 mmol) of 5-amino-2-[4-[N-(tert-butoxycarbonyl)-N-methylamino]-3-fluorophenyl]-6,8-difluoro-4H-1-benzopyran-4-one obtained in Example 76 was dissolved in 40 ml of dimethylformamide under argon atmosphere, 160 mg of sodium hydride (60% oil dispersion) and 0.53 ml of 6-bromo-1-hexene were added under ice-cooling and the mixture was stirred at room temperature for 2 hours. Additional 80 mg of sodium hydride (60% oil dispersion) and 0.27 ml of 6-bromo-1-hexene were added and the mixture ... The reactants are CC(=O)NCC(=O)c1ncn2ccsc12, CCCC[Sn](Cl)(CCCC)CCCC, C1CCOC1, CN(C)P(=O)(N(C)C)N(C)C, [Cl-], [NH4+]. Yields the product CCCC[Sn](CCCC)(CCCC)c1cn2cnc(C(=O)CNC(C)=O)c2s1. RXN SMILES: [C:1]([CH3:2])(=[O:3])[NH:4][CH2:5][C:6](=[O:7])[c:8]1[n:9][cH:10][n:11]2[c:12]1[s:13][cH:14][cH:15]2.[CH2:16]([CH2:17][CH2:18][CH3:19])[Sn:20]([CH2:21][CH2:22][CH2:23][CH3:24])([CH2:25][CH2:26][CH2:27][CH3:28])[Cl:29].[CH2:32]1[O:33][CH2:34][CH2:35][CH2:36]1.[CH3:37][N:38]([CH3:39])[P:40]([N:41]([CH3:42])[CH3:43])([N:44]([CH3:45])[CH3:46])=[O:47].[Cl-:30].[NH4+:31]>>[C:1]([CH3:2])(=[O:3])[NH:4][CH2:5][C:6](=[O:7])[c:8]1[n:9][cH:10][n:11]2[c:12]1[s:13][c:14]([Sn:20]([CH2:16][CH2:17][CH2:18][CH3:19])([CH2:21][CH2:22][CH2:23][CH3:24])[CH2:25][CH2:26][CH2:27][CH3:28])[cH:15]2. The reactants are C1COCCOCCOCCOCCOCCO1 (18-Crown-6), ClC=1C=C(C(=O)OO)C=CC1 (3-chloroperoxy benzoic acid), C(C)(C)C1=C(C=CC=C1)OC (2-isopropylanisole), ice water, [Br-].[K+] (potassium bromide). Run in C(Cl)Cl (methylene chloride). Run at temperature 0 celsius, time 3 hour. Product: BrC1=CC(=C(C=C1)OC)C(C)C (4-bromo-2-isopropylanisole). The yield is 72.0%. As a reaction SMILES: [Br-:1].[K+].C1OCCOCCOCCOCCOCCOC1.ClC1C=C(C=CC=1)C(OO)=O.[CH:32]([C:35]1[CH:40]=[CH:39][CH:38]=[CH:37][C:36]=1[O:41][CH3:42])([CH3:34])[CH3:33]>C(Cl)Cl>[Br:1][C:39]1[CH:38]=[CH:37][C:36]([O:41][CH3:42])=[C:35]([CH:32]([CH3:34])[CH3:33])[CH:40]=1 |f:0.1|. Procedure details: To a suspension of potassium bromide (18.8 g, 157.7 mmol) in 400 mL of methylene chloride at 0° C. were added 18-Crown-6 (2.08 g, 7.88 mmol), 3-chloroperoxy benzoic acid (27.2 g, 157.7 mmol) and 2-isopropylanisole (12.0 g, 78.8 mmol). After stirring for 3 hours at 0° C., the reaction mixture was poured into ice water (500 mL), and stirred for 30 minutes. The organic layer was separated, washed with saturated NaHCO3 solution (400 mL), followed by water (300 mL), and dried (MgSO4). The solvent was... Starting materials: ClC1=C(C=CC(=C1)C(F)(F)F)C#CC(=O)Cl ((2-chloro-4-trifluoromethylphenyl)propynoic acid chloride), ClC1=C(OCCN(CC)CC)C=CC(=C1)N ([2-(2-chloro-4-aminophenoxy)ethyl]diethylamine), ClCCl.CO.N (dichloromethane methanol ammonia). Yields the product ClC=1C=C(C=CC1OCCN(CC)CC)NC(C#CC1=C(C=C(C=C1)C(F)(F)F)Cl)=O (3-(2-chloro-4-trifluoromethylphenyl)propynoic acid-[3-chloro-4-(2-diethylaminoethoxy)phenyl]amide). RXN SMILES: [Cl:1][C:2]1[CH:7]=[C:6]([C:8]([F:11])([F:10])[F:9])[CH:5]=[CH:4][C:3]=1[C:12]#[C:13][C:14](Cl)=[O:15].[Cl:17][C:18]1[CH:31]=[C:30]([NH2:32])[CH:29]=[CH:28][C:19]=1[O:20][CH2:21][CH2:22][N:23]([CH2:26][CH3:27])[CH2:24][CH3:25].ClCCl.CO.N>>[Cl:17][C:18]1[CH:31]=[C:30]([NH:32][C:14](=[O:15])[C:13]#[C:12][C:3]2[CH:4]=[CH:5][C:6]([C:8]([F:11])([F:10])[F:9])=[CH:7][C:2]=2[Cl:1])[CH:29]=[CH:28][C:19]=1[O:20][CH2:21][CH2:22][N:23]([CH2:26][CH3:27])[CH2:24][CH3:25] |f:2.3.4|. Reported procedure: Prepared analogously to Example 4.1.d. from (2-chloro-4-trifluoromethylphenyl)propynoic acid chloride and [2-(2-chloro-4-aminophenoxy)ethyl]diethylamine. Yield: 0.26 g (27.5% of theory); C22H21Cl2F3N2O2 (M=473.32); calc.: molecular ion peak (M+H)+: 473/475; found: molecular ion peak (M+H)+: 473/475; Rf value: 0.5 (silica gel, dichloromethane/methanol/ammonia (9:1:0.1)). The reactants are COC(=O)C1CCCCC1N(Cc1ccc(F)cc1)C(=O)CC1=NS(=O)(=O)c2cc(NS(C)(=O)=O)ccc2N1, CC[O-], CCO, Cl, [Na+]. The product is CS(=O)(=O)Nc1ccc2c(c1)S(=O)(=O)N=C(C1=C(O)C3CCCCC3N(Cc3ccc(F)cc3)C1=O)N2. Reaction SMILES: [CH3:1][O:2][C:3](=[O:4])[CH:5]1[CH:6]([N:11]([C:12]([CH2:13][C:14]2=[N:15][S:16](=[O:29])(=[O:30])[c:17]3[c:18]([cH:20][cH:21][c:22]([NH:24][S:25](=[O:26])(=[O:27])[CH3:28])[cH:23]3)[NH:19]2)=[O:31])[CH2:32][c:33]2[cH:34][cH:35][c:36]([F:39])[cH:37][cH:38]2)[CH2:7][CH2:8][CH2:9][CH2:10]1.[CH3:41][CH2:42][O-:43].[CH3:45][CH2:46][OH:47].[ClH:44].[Na+:40]>>[C:3]1([OH:4])=[C:13]([C:14]2=[N:15][S:16](=[O:29])(=[O:30])[c:17]3[c:18]([cH:20][cH:21][c:22]([NH:24][S:25](=[O:26])(=[O:27])[CH3:28])[cH:23]3)[NH:19]2)[C:12](=[O:31])[N:11]([CH2:32][c:33]2[cH:34][cH:35][c:36]([F:39])[cH:37][cH:38]2)[CH:6]2[CH:5]1[CH2:10][CH2:9][CH2:8][CH2:7]2. Starting materials: CC(C)(C)OC(=O)NC(Cc1ccccc1)C1CO1, CC(C)CN, CC(C)O. Yields the product CC(C)CNCC(O)C(Cc1ccccc1)NC(=O)OC(C)(C)C. RXN SMILES: [C:1]([CH3:2])([CH3:3])([CH3:4])[O:5][C:6](=[O:7])[NH:8][CH:9]([CH:10]1[CH2:11][O:12]1)[CH2:13][c:14]1[cH:15][cH:16][cH:17][cH:18][cH:19]1.[CH2:20]([CH:21]([CH3:22])[CH3:23])[NH2:24].[CH:25]([OH:26])([CH3:27])[CH3:28]>>[C:1]([CH3:2])([CH3:3])([CH3:4])[O:5][C:6](=[O:7])[NH:8][CH:9]([CH:10]([CH2:11][NH:24][CH2:20][CH:21]([CH3:22])[CH3:23])[OH:12])[CH2:13][c:14]1[cH:15][cH:16][cH:17][cH:18][cH:19]1.